This data is from the Open Reaction Database (ORD), a public repository of structured organic reaction records. The task is: describe an organic reaction: reactants, conditions, products, and yield Starting materials: Fc1ccc(Nc2cc(Cl)nc(Cl)n2)cc1C(F)(F)F, NN, C1COCCO1, O, O. The product is NNc1cc(Nc2ccc(F)c(C(F)(F)F)c2)nc(Cl)n1. Reaction SMILES: [Cl:1][c:2]1[n:3][c:4]([Cl:20])[cH:5][c:6]([NH:8][c:9]2[cH:10][c:11]([C:16]([F:17])([F:18])[F:19])[c:12]([F:15])[cH:13][cH:14]2)[n:7]1.[NH2:22][NH2:23].[O:24]1[CH2:25][CH2:26][O:27][CH2:28][CH2:29]1.[OH2:21].[OH2:30]>>[Cl:1][c:2]1[n:3][c:4]([NH:22][NH2:23])[cH:5][c:6]([NH:8][c:9]2[cH:10][c:11]([C:16]([F:17])([F:18])[F:19])[c:12]([F:15])[cH:13][cH:14]2)[n:7]1. The reactants are CCO, Nc1nc(Cl)cc(C(F)(F)F)n1, Cl, Nc1ccc(Oc2ccnc3[nH]cc(Cl)c23)c(F)c1, [Na+], [OH-], O. Product: Nc1nc(Nc2ccc(Oc3ccnc4[nH]cc(Cl)c34)c(F)c2)cc(C(F)(F)F)n1. As a reaction SMILES: [CH2:35]([OH:36])[CH3:37].[Cl:20][c:21]1[n:22][c:23]([NH2:31])[n:24][c:25]([C:27]([F:28])([F:29])[F:30])[cH:26]1.[ClH:32].[F:1][c:2]1[cH:3][c:4]([NH2:5])[cH:6][cH:7][c:8]1[O:9][c:10]1[c:11]2[c:12]([n:13][cH:14][cH:15]1)[nH:16][cH:17][c:18]2[Cl:19].[Na+:34].[OH-:33].[OH2:38]>>[F:1][c:2]1[cH:3][c:4]([NH:5][c:21]2[n:22][c:23]([NH2:31])[n:24][c:25]([C:27]([F:28])([F:29])[F:30])[cH:26]2)[cH:6][cH:7][c:8]1[O:9][c:10]1[c:11]2[c:12]([n:13][cH:14][cH:15]1)[nH:16][cH:17][c:18]2[Cl:19].